From a dataset of the Open Reaction Database (ORD), a public repository of structured organic reaction records. describe an organic reaction: reactants, conditions, products, and yield The solvent is C1=CC=CC=C1 (benzene). Starting materials: ClC1=CC(=CC=C1)C(=O)OO (m-chloroperbenzoic acid), C(C)O\N=C(/C(=O)NC1[C@@H]2N(C(=C(CS2)CCl)C(=O)OC(C2=CC=CC=C2)C2=CC=CC=C2)C1=O)\C=1N=C(SC1)NC(C1=CC=CC=C1)(C1=CC=CC=C1)C1=CC=CC=C1 (benzhydryl 7-[(Z)-2-ethoxyimino-2-(2-tritylaminothiazol-4-yl)acetamido]-3-chloromethyl-3-cephem-4-carboxylate), ice water. The yield is 92.9%. Procedure details: 4.0 g (4.7 mmol) of benzhydryl 7-[(Z)-2-ethoxyimino-2-(2-tritylaminothiazol-4-yl)acetamido]-3-chloromethyl-3-cephem-4-carboxylate was dissolved in 40 ml of benzene, and 1.0 g (5.8 mmol) of m-chloroperbenzoic acid was added under cooling with ice. The mixture was stirred at room temperature for 40 minutes. The reaction solution was poured into ice water, and extracted with ethyl acetate. The extract solution was washed with a 5% acid sodium bisulfite aqueous solution and with a saturated sodium c... Yields the product C(C)O\N=C(/C(=O)NC1[C@@H]2N(C(=C(CS2=O)CCl)C(=O)OC(C2=CC=CC=C2)C2=CC=CC=C2)C1=O)\C=1N=C(SC1)NC(C1=CC=CC=C1)(C1=CC=CC=C1)C1=CC=CC=C1 (Benzhydryl 7-[(Z)-2-ethoxyimino-2-(2-tritylaminothiazol-4-yl)acetamido]-3-chloromethyl-3cephem-4-carboxylate 1-oxide). RXN SMILES: [CH2:1]([O:3]/[N:4]=[C:5](/[C:36]1[N:37]=[C:38]([NH:41][C:42]([C:55]2[CH:60]=[CH:59][CH:58]=[CH:57][CH:56]=2)([C:49]2[CH:54]=[CH:53][CH:52]=[CH:51][CH:50]=2)[C:43]2[CH:48]=[CH:47][CH:46]=[CH:45][CH:44]=2)[S:39][CH:40]=1)\[C:6]([NH:8][CH:9]1[C:34](=[O:35])[N:11]2[C:12]([C:18]([O:20][CH:21]([C:28]3[CH:33]=[CH:32][CH:31]=[CH:30][CH:29]=3)[C:22]3[CH:27]=[CH:26][CH:25]=[CH:24][CH:23]=3)=[O:19])=[C:13]([CH2:16][Cl:17])[CH2:14][S:15][C@H:10]12)=[O:7])[CH3:2].ClC1C=CC=C(C(OO)=[O:69])C=1>C1C=CC=CC=1>[CH2:1]([O:3]/[N:4]=[C:5](/[C:36]1[N:37]=[C:38]([NH:41][C:42]([C:49]2[CH:50]=[CH:51][CH:52]=[CH:53][CH:54]=2)([C:43]2[CH:44]=[CH:45][CH:46]=[CH:47][CH:48]=2)[C:55]2[CH:60]=[CH:59][CH:58]=[CH:57][CH:56]=2)[S:39][CH:40]=1)\[C:6]([NH:8][CH:9]1[C:34](=[O:35])[N:11]2[C:12]([C:18]([O:20][CH:21]([C:28]3[CH:33]=[CH:32][CH:31]=[CH:30][CH:29]=3)[C:22]3[CH:23]=[CH:24][CH:25]=[CH:26][CH:27]=3)=[O:19])=[C:13]([CH2:16][Cl:17])[CH2:14][S:15](=[O:69])[C@H:10]12)=[O:7])[CH3:2]. Reaction conditions: time 40 minute. Starting materials: Cc1cccc(Nc2nc(Nc3ccc(CNC(=O)O)cc3)ncc2C(N)=O)c1, CCOC(C)=O, Cl, C1COCCO1, O. The product is Cc1cccc(Nc2nc(Nc3ccc(CN)cc3)ncc2C(N)=O)c1. As a reaction SMILES: [C:8]([NH2:9])(=[O:10])[c:11]1[c:12]([NH:29][c:30]2[cH:31][c:32]([CH3:36])[cH:33][cH:34][cH:35]2)[n:13][c:14]([NH:17][c:18]2[cH:19][cH:20][c:21]([CH2:22][NH:23][C:24](=[O:25])[OH:26])[cH:27][cH:28]2)[n:15][cH:16]1.[CH3:38][CH2:39][O:40][C:41](=[O:42])[CH3:43].[ClH:7].[O:1]1[CH2:2][CH2:3][O:4][CH2:5][CH2:6]1.[OH2:37]>>[C:8]([NH2:9])(=[O:10])[c:11]1[c:12]([NH:29][c:30]2[cH:31][c:32]([CH3:36])[cH:33][cH:34][cH:35]2)[n:13][c:14]([NH:17][c:18]2[cH:19][cH:20][c:21]([CH2:22][NH2:23])[cH:27][cH:28]2)[n:15][cH:16]1. Reactants: COC(=O)C=1C(=C2C=C(C(N(C2=CN1)CC1=CC=CC=C1)=O)C1=NC=CN=C1)O (1-benzyl-5-hydroxy-2-oxo-3-pyrazin-2-yl-1,2-dihydro-[1,7]naphthyridine-6-carboxylic acid methyl ester), NCCC(=O)O (β-alanine), C[O-].[Na+] (NaOMe). Yields the product C(C1=CC=CC=C1)N1C(C(=CC2=C(C(=NC=C12)C(=O)NCCC(=O)O)O)C1=NC=CN=C1)=O (3-[(1-Benzyl-5-hydroxy-2-oxo-3-pyrazin-2-yl-1,2-dihydro-[1,7]naphthyridine-6-carbonyl)-amino]-propionic acid). Yield: 62.9%. RXN SMILES: CO[C:3]([C:5]1[C:6]([OH:29])=[C:7]2[C:12](=[CH:13][N:14]=1)[N:11]([CH2:15][C:16]1[CH:21]=[CH:20][CH:19]=[CH:18][CH:17]=1)[C:10](=[O:22])[C:9]([C:23]1[CH:28]=[N:27][CH:26]=[CH:25][N:24]=1)=[CH:8]2)=[O:4].[NH2:30][CH2:31][CH2:32][C:33]([OH:35])=[O:34].C[O-].[Na+]>>[CH2:15]([N:11]1[C:12]2[C:7](=[C:6]([OH:29])[C:5]([C:3]([NH:30][CH2:31][CH2:32][C:33]([OH:35])=[O:34])=[O:4])=[N:14][CH:13]=2)[CH:8]=[C:9]([C:23]2[CH:28]=[N:27][CH:26]=[CH:25][N:24]=2)[C:10]1=[O:22])[C:16]1[CH:17]=[CH:18][CH:19]=[CH:20][CH:21]=1 |f:2.3|. Procedure: A mixture of 1-benzyl-5-hydroxy-2-oxo-3-pyrazin-2-yl-1,2-dihydro-[1,7]naphthyridine-6-carboxylic acid methyl ester (40 mg, 0.10 mmol), β-alanine (735 mg, 8.25 mmol) and NaOMe solution (12.4 mL, 6.19 mmol, 0.5 M in MeOH) was refluxed for 16 h. After the mixture was cooled to r.t., the solvent was evaporated in vacuo. The residue was partitioned between EtOAc and water. 1 M HCl was added with vigorous stilling until pH was about 2. The organic layer was dried over MgSO4 and concentrated. The crude... Starting materials: O (water), C(=O)(OC)C1=CC2=C(OC(C3C2O3)(C)C)C=C1 (6-Carbomethoxy-3,4-dihydro-2,2-dimethyl-3,4-epoxy-2H-benzo[b]pyran), N1C(CCC1)=O (2-pyrrolidone), [H-].[Na+] (Sodium hydride). The solvent is C(C)(=O)OCC (ethyl acetate), CS(=O)C (dimethyl sulphoxide). Run at time 6 hour. Yields the product C(=O)(OC)C1=CC2=C(OC([C@H]([C@@H]2N2C(CCC2)=O)O)(C)C)C=C1 (6-carbomethoxy-3,4-dihydro-2,2-dimethyl-trans-4-(2-oxo-1-pyrrolidinyl)-2H-benzo[b]-pyran-3-ol). RXN SMILES: [C:1]([C:5]1[CH:17]=[CH:16][C:8]2[O:9][C:10]([CH3:15])([CH3:14])[CH:11]3[O:13][CH:12]3[C:7]=2[CH:6]=1)([O:3][CH3:4])=[O:2].[NH:18]1[CH2:22][CH2:21][CH2:20][C:19]1=[O:23].[H-].[Na+].O>CS(C)=O.C(OCC)(=O)C>[C:1]([C:5]1[CH:17]=[CH:16][C:8]2[O:9][C:10]([CH3:15])([CH3:14])[C@@H:11]([OH:13])[C@H:12]([N:18]3[CH2:22][CH2:21][CH2:20][C:19]3=[O:23])[C:7]=2[CH:6]=1)([O:3][CH3:4])=[O:2] |f:2.3|. Procedure: 6-Carbomethoxy-3,4-dihydro-2,2-dimethyl-3,4-epoxy-2H-benzo[b]pyran (2.42 g, the preparation of which is described in Example 4 of U.K. Pat. No. 1,511,187) and 2-pyrrolidone (0.88 g), were stirred in dimethyl sulphoxide (40 ml) under nitrogen at room temperature. Sodium hydride (0.31 g, 81% dispersion in mineral oil) was added during 5 mins. and the reaction stirred for a further 6 hours. Addition of water, extraction with ethyl acetate, drying or the organic phase with magnesium sulphate, filtra... Starting materials: CC=1N(C(=C(N1)C(F)(F)F)C=C)C(C(=O)OCC)CC=C (ethyl 2-[2-methyl-4-(trifluoromethyl)-5-vinyl-imidazol-1-yl]pent-4-enoate), [OH-].[Na+] (NaOH), Cl (HCl). Run in CCO (EtOH). Reaction conditions: time 1 hour. Yields the product CC=1N(C(=C(N1)C(F)(F)F)C=C)C(C(=O)O)CC=C (2-[2-methyl-4-(trifluoromethyl)-5-vinyl-imidazol-1-yl]pent-4-enoic acid). Yield: 86.8%. As a reaction SMILES: [CH3:1][C:2]1[N:3]([CH:13]([CH2:19][CH:20]=[CH2:21])[C:14]([O:16]CC)=[O:15])[C:4]([CH:11]=[CH2:12])=[C:5]([C:7]([F:10])([F:9])[F:8])[N:6]=1.[OH-].[Na+].Cl>CCO>[CH3:1][C:2]1[N:3]([CH:13]([CH2:19][CH:20]=[CH2:21])[C:14]([OH:16])=[O:15])[C:4]([CH:11]=[CH2:12])=[C:5]([C:7]([F:8])([F:9])[F:10])[N:6]=1 |f:1.2|. Reported procedure: To ethyl 2-[2-methyl-4-(trifluoromethyl)-5-vinyl-imidazol-1-yl]pent-4-enoate (127 mg, 0.42 mmol) was added EtOH (2 mL) and 5 N NaOH (0.5 mL), and the resulting solution was stirred at room temperature for 1 h. 12 N HCl was added slowly at room temperature until the solution reached pH 2, followed by concentration in vacuo to obtain 2-[2-methyl-4-(trifluoromethyl)-5-vinyl-imidazol-1-yl]pent-4-enoic acid (100 mg, crude) which was used as such in the next step without further purification. Reactants: Cl (Hydrochloric acid), CC=1N2C(=C(SC1C)SCCC(=O)OCC)/C(/NC2=O)=N/S(=O)(=O)C2=CC=C(C=C2)C (ethyl 3-[[(1Z)-5,6-dimethyl-1-[[(4-methylphenyl)sulfonyl]imino]-3-oxo-2,3-dihydro-1H-imidazo[5,1-c][1,4]thiazin-8-yl]sulfanyl]propanoate), CC=1N2C(=C(SC1C)SCCC(=O)OCC)/C(/NC2=O)=N/S(=O)(=O)C2=CC=C(C=C2)C (ethyl 3-[[(1Z)-5,6-dimethyl-1-[[(4-methylphenyl)sulfonyl]imino]-3-oxo-2,3-dihydro-1H-imidazo[5,1-c][1,4]thiazin-8-yl]sulfanyl]propanoate), [OH-].[K+] (potassium hydroxide). The solvent is CO (methanol), C1CCOC1 (THF). Conditions: time 45 minute. Yields the product SC=1SC(=C(N2C1/C(/NC2=O)=N/S(=O)(=O)C2=CC=C(C=C2)C)C)C (N-[(1Z)-8-Mercapto-5,6-dimethyl-3-oxo-2,3-dihydro-1H-imidazo[5,1-c][1,4]thiazin-1-ylidene]-4-methylbenzenesulfonamide). As a reaction SMILES: [CH3:1][C:2]1[N:3]2[C:19](=[O:20])[NH:18]/[C:17](=[N:21]\[S:22]([C:25]3[CH:30]=[CH:29][C:28]([CH3:31])=[CH:27][CH:26]=3)(=[O:24])=[O:23])/[C:4]2=[C:5]([S:9]CCC(OCC)=O)[S:6][C:7]=1[CH3:8].[OH-].[K+].Cl>C1COCC1.CO>[SH:9][C:5]1[S:6][C:7]([CH3:8])=[C:2]([CH3:1])[N:3]2[C:19](=[O:20])[NH:18]/[C:17](=[N:21]\[S:22]([C:25]3[CH:30]=[CH:29][C:28]([CH3:31])=[CH:27][CH:26]=3)(=[O:24])=[O:23])/[C:4]=12 |f:1.2|. Reported procedure: After ethyl 3-[[(1Z)-5,6-dimethyl-1-[[(4-methylphenyl)sulfonyl]imino]-3-oxo-2,3-dihydro-1H-imidazo[5,1-c][1,4]thiazin-8-yl]sulfanyl]propanoate (5.00 g, 10.4 mmol) synthesized in (iii) described above was dissolved in THF (50 ml) and methanol (50 ml), potassium hydroxide (2.74 g, 41.5 mmol) was added to the solution. The mixture was stirred at room temperature for 45 minutes. 1N Hydrochloric acid (42 ml) was added to and mixed with the reaction solution, and the mixture was stirred at room temper... Reactants: ClC=CCNCC=CCl (Bis-(3-chloroallyl)amine), above-named product, C(=O)O (formic acid). Yields the product ClC=CCN(C=O)CC=CCl (N,N-bis-(3-chloroallyl) formamide). RXN SMILES: [Cl:1][CH:2]=[CH:3][CH2:4][NH:5][CH2:6][CH:7]=[CH:8][Cl:9].[CH:10](O)=[O:11]>>[Cl:1][CH:2]=[CH:3][CH2:4][N:5]([CH2:6][CH:7]=[CH:8][Cl:9])[CH:10]=[O:11]. Reported procedure: Bis-(3-chloroallyl)amine (2.5 g, 0.015 mol) and 25 ml formic acid were combined and refluxed for 5 hours. The mixture was stripped under a vacuum from a hot-water bath. The yield was 2.6 g of the above-named product. The reactants are ice water, CC=1N(N=C2C(=NC=3C=CC=CC3C21)O)CCC (1-methyl-2-propyl-2H-pyrazolo[3,4-c]quinolin-4-ol), P(=O)(Cl)(Cl)Cl (phosphorus oxychloride), [OH-].[NH4+] (ammonium hydroxide). Reaction conditions: time 2 day. The product is ClC1=NC=2C=CC=CC2C=2C1=NN(C2C)CCC (4-chloro-1-methyl-2-propyl-2H-pyrazolo[3,4-c]quinoline). As a reaction SMILES: [CH3:1][C:2]1[N:3]([CH2:16][CH2:17][CH3:18])[N:4]=[C:5]2[C:14]=1[C:13]1[CH:12]=[CH:11][CH:10]=[CH:9][C:8]=1[N:7]=[C:6]2O.[OH-].[NH4+].P(Cl)(Cl)([Cl:23])=O>>[Cl:23][C:6]1[C:5]2=[N:4][N:3]([CH2:16][CH2:17][CH3:18])[C:2]([CH3:1])=[C:14]2[C:13]2[CH:12]=[CH:11][CH:10]=[CH:9][C:8]=2[N:7]=1 |f:1.2|. Reported procedure: A solution of 1-methyl-2-propyl-2H-pyrazolo[3,4-c]quinolin-4-ol (5.11 g, 21.2 mmol) in phosphorus oxychloride (50 mL) was heated at reflux for 30 minutes, allowed to cool to room temperature, and stirred for two days. The reaction mixture was poured into ice water (500 mL) with stirring, and concentrated ammonium hydroxide (169 mL) and ice were added. A solid was present and was isolated by filtration, washed with water, and purified by automated flash chromatography (eluting with 5% to 25% CMA ...